This data is from the Open Reaction Database (ORD), a public repository of structured organic reaction records. The task is: describe an organic reaction: reactants, conditions, products, and yield Reactants: CCO, Cc1ccc(S(=O)(=O)[O-])cc1, CC(COC1CCCCO1)Cn1c2ccccc2c2ccccc21, c1cc[nH+]cc1. The product is CC(CO)Cn1c2ccccc2c2ccccc21. Reaction SMILES: [CH3:42][CH2:43][OH:44].[c:25]1([CH3:26])[cH:27][cH:28][c:29]([S:30]([O-:31])(=[O:32])=[O:33])[cH:34][cH:35]1.[cH:1]1[cH:2][cH:3][cH:4][c:5]2[c:6]3[cH:7][cH:8][cH:9][cH:10][c:11]3[n:12]([CH2:14][CH:15]([CH2:16][O:17][CH:18]3[CH2:19][CH2:20][CH2:21][CH2:22][O:23]3)[CH3:24])[c:13]12.[nH+:36]1[cH:37][cH:38][cH:39][cH:40][cH:41]1>>[cH:1]1[cH:2][cH:3][cH:4][c:5]2[c:6]3[cH:7][cH:8][cH:9][cH:10][c:11]3[n:12]([CH2:14][CH:15]([CH2:16][OH:17])[CH3:24])[c:13]12. Run at temperature 100 celsius, time 18 hour. As a reaction SMILES: [CH3:1][CH2:2][c:3]1[c:11](Br)[c:10]([n:6]2[cH:5][cH:4]1)[n:9][cH:8][cH:7]2.[CH3:12][C:13]([O:16][C:17]([N:19]1[CH2:25][CH2:24][NH:23][CH2:22][CH2:21][CH2:20]1)=[O:18])([CH3:15])[CH3:14]>>[CH3:1][CH2:2][c:3]1[c:11]([N:23]2[CH2:24][CH2:25][N:19]([C:17]([O:16][C:13]([CH3:15])([CH3:14])[CH3:12])=[O:18])[CH2:20][CH2:21][CH2:22]2)[c:10]([n:6]3[cH:5][cH:4]1)[n:9][cH:8][cH:7]3. The reactants are N1(C(OC(C)(C)C)=O)CCCNCC1, c1c(c(c2n(c1)ccn2)Br)CC. Run in C1CCOC1 (THF). Product: CCc1ccn2ccnc2c1N3CCCN(CC3)C(=O)OC(C)(C)C. The reagents and catalysts are c1ccc(cc1)-c2c3ccccc3cc4ccccc24 (9-Phenylanthracene), C(=O)([O-])[O-].[Cs+].[Cs+] (Cs2CO3), c1(c2c(P(c3ccccc3)c3ccccc3)ccc3c2cccc3)c(P(c2ccccc2)c2ccccc2)ccc2c1cccc2 (Pd(OAc)2 / BINAP), C(O[Pd]OC(C)=O)(C)=O (Pd(OAc)2). Procedure: 2,4-Dihydroxy benzoic acid (1.25 g, 8.11 mmol) and (2-piperidin-4-yl-ethyl)-carbamic acid tert-butyl ester (1.85 g, 8.11 mmol) and other reagents as described in Example 9(e) were used to afford 1.13 g of the required product. 1H NMR (DMSO-d6): δ 1.05 (2H, m), 1.25 (2H, m), 1.4 (9H, s), 1.65 (2H, m), 2.75 (2H, m), 2.95 (2H, m), 3.15 (1H, m), 4.0 (2H, m), 6.24 (2H, m), 6.78 (1H, m), 6.9 (1H, d), 9.6 (2H, brs). Product: C(C)(C)(C)OC(NCCC1CCN(CC1)C(C1=C(C=C(C=C1)O)O)=O)=O ({2-[1-(2,4-Dihydroxy Benzoyl)piperidin-4-yl]ethyl}carbamic Acid Tert-butyl Ester). Isolated yield 38.2%. RXN SMILES: [OH:1][C:2]1[CH:10]=[C:9]([OH:11])[CH:8]=[CH:7][C:3]=1[C:4]([OH:6])=O.[C:12]([O:16][C:17](=[O:27])[NH:18][CH2:19][CH2:20][CH:21]1[CH2:26][CH2:25][NH:24][CH2:23][CH2:22]1)([CH3:15])([CH3:14])[CH3:13]>>[C:12]([O:16][C:17](=[O:27])[NH:18][CH2:19][CH2:20][CH:21]1[CH2:22][CH2:23][N:24]([C:4](=[O:6])[C:3]2[CH:7]=[CH:8][C:9]([OH:11])=[CH:10][C:2]=2[OH:1])[CH2:25][CH2:26]1)([CH3:15])([CH3:13])[CH3:14]. Reactants: OC1=C(C(=O)O)C=CC(=C1)O (2,4-Dihydroxy benzoic acid), C(C)(C)(C)OC(NCCC1CCNCC1)=O ((2-piperidin-4-yl-ethyl)-carbamic acid tert-butyl ester). The reactants are OC1=CC=C2CCC(C2=C1)CN(CC)CC (6-hydroxy-N,N-diethyl-1-indan-methylamine), C(CC)N=C=O (propylisocyanate), C(C)(=O)O (acetic acid). Run in C1(=CC=CC=C1)C (toluene). Product: C(CC)NC(=O)OC1=CC=C2CCC(C2=C1)CN(CC)CC (6-Propylaminocarbonyloxy-N,N-diethyl-1-indanmethylamine). Yield: 39.6%. RXN SMILES: [OH:1][C:2]1[CH:10]=[C:9]2[C:5]([CH2:6][CH2:7][CH:8]2[CH2:11][N:12]([CH2:15][CH3:16])[CH2:13][CH3:14])=[CH:4][CH:3]=1.[CH2:17]([N:20]=[C:21]=[O:22])[CH2:18][CH3:19].C(O)(=O)C>C1(C)C=CC=CC=1>[CH2:17]([NH:20][C:21]([O:1][C:2]1[CH:10]=[C:9]2[C:5]([CH2:6][CH2:7][CH:8]2[CH2:11][N:12]([CH2:15][CH3:16])[CH2:13][CH3:14])=[CH:4][CH:3]=1)=[O:22])[CH2:18][CH3:19]. Procedure details: 2 g of 6-hydroxy-N,N-diethyl-1-indan-methylamine and 1.5 g of propylisocyanate were refluxed in 25 ml of dry toluene for 16 hours. The reaction mixture was poured into 100 ml of 0.1M acetic acid, and the organic phase was separated. The water phase was made alkaline with dil. NH4OH and extracted with 2×50 ml diethyl ether. The combined organic phases were dried (MgSO4) and the solvent evaporated. The residue was purified by column chromatography yielding 1.1 g of the title compound as an oil.